From a dataset of the Open Reaction Database (ORD), a public repository of structured organic reaction records. describe an organic reaction: reactants, conditions, products, and yield Reactants: [BH4-], CO, CC(C)(C)c1ccc(C=NOCCCOc2ccc(C=O)cc2)cc1, [Na+]. Product: CC(C)(C)c1ccc(C=NOCCCOc2ccc(CO)cc2)cc1. As a reaction SMILES: [BH4-:26].[CH3:28][OH:29].[CH:1](=[O:2])[c:3]1[cH:4][cH:5][c:6]([O:7][CH2:8][CH2:9][CH2:10][O:11][N:12]=[CH:13][c:14]2[cH:15][cH:16][c:17]([C:20]([CH3:21])([CH3:22])[CH3:23])[cH:18][cH:19]2)[cH:24][cH:25]1.[Na+:27]>>[CH2:1]([OH:2])[c:3]1[cH:4][cH:5][c:6]([O:7][CH2:8][CH2:9][CH2:10][O:11][N:12]=[CH:13][c:14]2[cH:15][cH:16][c:17]([C:20]([CH3:21])([CH3:22])[CH3:23])[cH:18][cH:19]2)[cH:24][cH:25]1. Reactants: Cl (HCl), O (water), CNC(NN)=S (4-methyl-3-thiosemicarbazide), O=C(CCCOC(NC1=CC=CC=C1)=O)C1=CC=CC=C1 (Phenyl-carbamic acid 4-oxo-4-phenyl-butyl ester). Solvent: CO (methanol). Run at time 21 hour. Product: CNC(=S)NN=C(CCCOC(=O)NC1=CC=CC=C1)C1=CC=CC=C1 (N-Methyl-2-[1-phenyl-4-[[(phenylamino)carbonyl]oxy]butylidene]-hydrazinecarbothioamide). Yield: 83.9%. Reaction SMILES: O=[C:2]([C:16]1[CH:21]=[CH:20][CH:19]=[CH:18][CH:17]=1)[CH2:3][CH2:4][CH2:5][O:6][C:7](=[O:15])[NH:8][C:9]1[CH:14]=[CH:13][CH:12]=[CH:11][CH:10]=1.Cl.O.[CH3:24][NH:25][C:26](=[S:29])[NH:27][NH2:28]>CO>[CH3:24][NH:25][C:26]([NH:27][N:28]=[C:2]([C:16]1[CH:21]=[CH:20][CH:19]=[CH:18][CH:17]=1)[CH2:3][CH2:4][CH2:5][O:6][C:7]([NH:8][C:9]1[CH:14]=[CH:13][CH:12]=[CH:11][CH:10]=1)=[O:15])=[S:29]. Procedure: Phenyl-carbamic acid 4-oxo-4-phenyl-butyl ester (2.80 g, 9.88 mmol), prepared in the previous step, was suspended in 60 ml of methanol and the mixture warmed to dissolve the solid. While still warm 2.7 ml of 1 N HCl, 2.7 ml of water and 4-methyl-3-thiosemicarbazide (1.04 g, 9.92 mmol) were added and the reaction stirred under nitrogen for 21 hours. The solid formed was removed by filtration and dried under high vacuum to give the title compound (3.07 g, 84%) as a white solid, mp 155-157° C. Starting materials: [Br-].[Li+] (lithium bromide), C(C)(=O)OCCCCC[C@H]1[C@H]2[C@@H]3CCC([C@@]3(C)CC[C@@H]2[C@H]2CCC(C=C2C1)=O)=O (7α-(5-acetoxypentyl)-estr-4-ene-3,17-dione). The reagents and catalysts are [Cu](Br)Br (copper(II) bromide). Solvent: C(C)#N (acetonitrile). Conditions: time 10 minute. The product is C(C)(=O)OCCCCC[C@H]1[C@H]2[C@@H]3CCC([C@@]3(C)CC[C@@H]2C=2C=CC(=CC2C1)O)=O (7α-(5-acetoxypentyl)-3-hydroxy-estra-1,3,5(10)-trien-17-one). The yield is 73.8%. As a reaction SMILES: [Br-].[Li+].[C:3]([O:6][CH2:7][CH2:8][CH2:9][CH2:10][CH2:11][C@@H:12]1[CH2:29][C:28]2[C@H:23]([CH2:24][CH2:25][C:26](=[O:30])[CH:27]=2)[C@@H:22]2[C@@H:13]1[C@H:14]1[C@@:18]([CH2:20][CH2:21]2)([CH3:19])[C:17](=[O:31])[CH2:16][CH2:15]1)(=[O:5])[CH3:4]>C(#N)C.[Cu](Br)Br>[C:3]([O:6][CH2:7][CH2:8][CH2:9][CH2:10][CH2:11][C@@H:12]1[CH2:29][C:28]2[CH:27]=[C:26]([OH:30])[CH:25]=[CH:24][C:23]=2[C@@H:22]2[C@@H:13]1[C@H:14]1[C@@:18]([CH2:20][CH2:21]2)([CH3:19])[C:17](=[O:31])[CH2:16][CH2:15]1)(=[O:5])[CH3:4] |f:0.1|. Procedure: 17.8 g of lithium bromide and 92.83 g of copper(II) bromide are added to a solution of 82.3 g of 7α-(5-acetoxypentyl)-estr-4-ene-3,17-dione in 936 ml of acetonitrile at a bath temperature of 80° C. After 10 minutes at a bath temperature of 80° C., the reaction solution is cooled, extracted three times with ethyl acetate, washed with water and sodium bicarbonate solution and dried. The residue that is obtained after the concentration by evaporation is chromatographed on silica gel, and 60.4 g of ... Product: CCOC(=O)c1cc(-c2ccc(OC)cc2)nn(Cc2ccc(Cl)cc2Cl)c1=O. Starting materials: CCOC(=O)c1cc(-c2ccc(OC)cc2)n[nH]c1=O, ClCc1ccc(Cl)cc1Cl. RXN SMILES: [CH2:1]([CH3:2])[O:3][C:4](=[O:5])[c:6]1[c:7](=[O:20])[nH:8][n:9][c:10](-[c:12]2[cH:13][cH:14][c:15]([O:18][CH3:19])[cH:16][cH:17]2)[cH:11]1.[Cl:21][c:22]1[c:23]([CH2:24][Cl:25])[cH:26][cH:27][c:28]([Cl:30])[cH:29]1>>[CH2:1]([CH3:2])[O:3][C:4](=[O:5])[c:6]1[c:7](=[O:20])[n:8]([CH2:24][c:23]2[c:22]([Cl:21])[cH:29][c:28]([Cl:30])[cH:27][cH:26]2)[n:9][c:10](-[c:12]2[cH:13][cH:14][c:15]([O:18][CH3:19])[cH:16][cH:17]2)[cH:11]1. Starting materials: C(C)(C)(C)OC(=O)N(CC(=O)OCCOC(C1=CC(=C(C=C1)NC(=O)[C@@H]1N[C@H]([C@]([C@H]1C1=C(C(=CC=C1)Cl)F)(C#N)C1=C(C=C(C=C1)Cl)F)CC(C)(C)C)OC)=O)C (4-{[(2R,3S,4R,5S)-4-(4-chloro-2-fluoro-phenyl)-3-(3-chloro-2-fluoro-phenyl)-4-cyano-5-(2,2-dimethyl-propyl)-pyrrolidine-2-carbonyl]-amino}-3-methoxy-benzoic acid 2-[2-(tert-butoxycarbonyl-methyl-amino)-acetoxy]-ethyl ester), FC(C(=O)O)(F)F (trifluoroacetic acid). Product: Cl.CNCC(=O)OCCOC(C1=CC(=C(C=C1)NC(=O)[C@@H]1N[C@H]([C@]([C@H]1C1=C(C(=CC=C1)Cl)F)(C#N)C1=C(C=C(C=C1)Cl)F)CC(C)(C)C)OC)=O (4-{[(2R,3S,4R,5S)-4-(4-chloro-2-fluoro-phenyl)-3-(3-chloro-2-fluoro-phenyl)-4-cyano-5-(2,2-dimethyl-propyl)-pyrrolidine-2-carbonyl]-amino}-3-methoxy-benzoic acid 2-(2-methylamino-acetoxy)-ethyl ester, hydrochloride). As a reaction SMILES: C(O[C:6]([N:8](C)[CH2:9][C:10]([O:12][CH2:13][CH2:14][O:15][C:16](=[O:56])[C:17]1[CH:22]=[CH:21][C:20]([NH:23][C:24]([C@H:26]2[C@H:30]([C:31]3[CH:36]=[CH:35][CH:34]=[C:33]([Cl:37])[C:32]=3[F:38])[C@:29]([C:41]3[CH:46]=[CH:45][C:44]([Cl:47])=[CH:43][C:42]=3[F:48])([C:39]#[N:40])[C@H:28]([CH2:49][C:50]([CH3:53])([CH3:52])[CH3:51])[NH:27]2)=[O:25])=[C:19]([O:54][CH3:55])[CH:18]=1)=[O:11])=O)(C)(C)C.FC(F)(F)C(O)=O>>[ClH:37].[CH3:6][NH:8][CH2:9][C:10]([O:12][CH2:13][CH2:14][O:15][C:16](=[O:56])[C:17]1[CH:22]=[CH:21][C:20]([NH:23][C:24]([C@H:26]2[C@H:30]([C:31]3[CH:36]=[CH:35][CH:34]=[C:33]([Cl:37])[C:32]=3[F:38])[C@:29]([C:41]3[CH:46]=[CH:45][C:44]([Cl:47])=[CH:43][C:42]=3[F:48])([C:39]#[N:40])[C@H:28]([CH2:49][C:50]([CH3:51])([CH3:53])[CH3:52])[NH:27]2)=[O:25])=[C:19]([O:54][CH3:55])[CH:18]=1)=[O:11] |f:2.3|. Reported procedure: 4-{[(2R,3S,4R,5S)-4-(4-chloro-2-fluoro-phenyl)-3-(3-chloro-2-fluoro-phenyl)-4-cyano-5-(2,2-dimethyl-propyl)-pyrrolidine-2-carbonyl]-amino}-3-methoxy-benzoic acid 2-[2-(tert-butoxycarbonyl-methyl-amino)-acetoxy]-ethyl ester (Example 31) was treated with trifluoroacetic acid to give 4-{[(2R,3S,4R,5S)-4-(4-chloro-2-fluoro-phenyl)-3-(3-chloro-2-fluoro-phenyl)-4-cyano-5-(2,2-dimethyl-propyl)-pyrrolidine-2-carbonyl]-amino}-3-methoxy-benzoic acid 2-(2-methylamino-acetoxy)-ethyl ester, hydrochloride. MS... The reactants are COc1ccc(-c2cc(NCC(O)CN)c3ccccc3n2)cc1, CN(C)C=O. The product is COc1ccc(-c2cc(NCC3CNC(=O)O3)c3ccccc3n2)cc1. RXN SMILES: [NH2:1][CH2:2][CH:3]([CH2:4][NH:5][c:6]1[cH:7][c:8](-[c:16]2[cH:17][cH:18][c:19]([O:22][CH3:23])[cH:20][cH:21]2)[n:9][c:10]2[cH:11][cH:12][cH:13][cH:14][c:15]12)[OH:24].[O:25]=[CH:26][N:27]([CH3:28])[CH3:29]>>[NH:1]1[CH2:2][CH:3]([CH2:4][NH:5][c:6]2[cH:7][c:8](-[c:16]3[cH:17][cH:18][c:19]([O:22][CH3:23])[cH:20][cH:21]3)[n:9][c:10]3[cH:11][cH:12][cH:13][cH:14][c:15]23)[O:24][C:26]1=[O:25].